Dataset: the Open Reaction Database (ORD), a public repository of structured organic reaction records. Task: describe an organic reaction: reactants, conditions, products, and yield Reactants: Fc1cc(Cl)ccc1Br, CC1CNCCN1, CC(C)(C)[O-], CCOC(C)=O, Cc1ccccc1, [Na+]. Yields the product CC1CN(c2ccc(Cl)cc2F)CCN1. RXN SMILES: [Br:1][c:2]1[c:3]([F:9])[cH:4][c:5]([Cl:8])[cH:6][cH:7]1.[CH3:10][CH:11]1[NH:12][CH2:13][CH2:14][NH:15][CH2:16]1.[CH3:17][C:18]([CH3:19])([O-:20])[CH3:21].[CH3:23][CH2:24][O:25][C:26](=[O:27])[CH3:28].[CH3:29][c:30]1[cH:31][cH:32][cH:33][cH:34][cH:35]1.[Na+:22]>>[c:2]1([N:15]2[CH2:14][CH2:13][NH:12][CH:11]([CH3:10])[CH2:16]2)[c:3]([F:9])[cH:4][c:5]([Cl:8])[cH:6][cH:7]1. The reactants are CCO, Clc1ccc2cc(C3=CCNCC3)sc2c1, c1cc(OCC2CO2)c2cc[nH]c2c1. The product is OC(COc1cccc2[nH]ccc12)CN1CC=C(c2cc3ccc(Cl)cc3s2)CC1. RXN SMILES: [CH3:31][CH2:32][OH:33].[Cl:15][c:16]1[cH:17][cH:18][c:19]2[c:20]([s:21][c:22]([C:24]3=[CH:29][CH2:28][NH:27][CH2:26][CH2:25]3)[cH:23]2)[cH:30]1.[O:1]1[CH:2]([CH2:4][O:5][c:6]2[c:7]3[cH:8][cH:9][nH:10][c:11]3[cH:12][cH:13][cH:14]2)[CH2:3]1>>[OH:1][CH:2]([CH2:3][N:27]1[CH2:26][CH2:25][C:24]([c:22]2[s:21][c:20]3[c:19]([cH:18][cH:17][c:16]([Cl:15])[cH:30]3)[cH:23]2)=[CH:29][CH2:28]1)[CH2:4][O:5][c:6]1[c:7]2[cH:8][cH:9][nH:10][c:11]2[cH:12][cH:13][cH:14]1.